Dataset: the Open Reaction Database (ORD), a public repository of structured organic reaction records. Task: describe an organic reaction: reactants, conditions, products, and yield Reactants: mixed solution, Cl (hydrochloric acid), C(C)(=O)O (acetic acid), ClC=1C(=C(C=C2C(C(=CN(C12)C1=NC(=C(C=C1F)F)NC)C(=O)OCC)=O)F)F (ethyl 8-chloro-6,7-difluoro-1-(3,5-difluoro-6-methylamino-pyridin-2-yl)-4-oxo-1,4-dihydroquinoline-3-carboxylate). The solvent is O (water). Run at time 2.5 hour. Product: ClC=1C(=C(C=C2C(C(=CN(C12)C1=NC(=C(C=C1F)F)NCC)C(=O)O)=O)F)F (8-chloro-6,7-difluoro-1-(3,5-difluoro-6-ethylaminopyridin-2-yl)-4-oxo-1,4-dihydroquinoline-3-carboxylic acid). As a reaction SMILES: Cl.[C:2](O)(=O)[CH3:3].[Cl:6][C:7]1[C:8]([F:34])=[C:9]([F:33])[CH:10]=[C:11]2[C:16]=1[N:15]([C:17]1[C:22]([F:23])=[CH:21][C:20]([F:24])=[C:19]([NH:25]C)[N:18]=1)[CH:14]=[C:13]([C:27]([O:29]CC)=[O:28])[C:12]2=[O:32]>O>[Cl:6][C:7]1[C:8]([F:34])=[C:9]([F:33])[CH:10]=[C:11]2[C:16]=1[N:15]([C:17]1[C:22]([F:23])=[CH:21][C:20]([F:24])=[C:19]([NH:25][CH2:2][CH3:3])[N:18]=1)[CH:14]=[C:13]([C:27]([OH:29])=[O:28])[C:12]2=[O:32]. Procedure: To 3 ml of a mixed solution (1:1, v/v) of 4 ml of 4N hydrochloric acid and 1 ml of acetic acid was added 510 mg of ethyl 8-chloro-6,7-difluoro-1-(3,5-difluoro-6-methylamino-pyridin-2-yl)-4-oxo-1,4-dihydroquinoline-3-carboxylate, and the mixture was heated under reflux with stirring for 2.5 hours. After adding 2 ml of distilled water, the mixture was allowed to cool, and the precipitate was collected by filtration and washed with ethanol and diisopropylether successively to obtain 454 mg of the t... Reactants: Cl (hydrogen chloride), C(=O)(O)C1=CC=C(C=O)C=C1 (p-Carboxybenzaldehyde), CO (Methanol). Conditions: time 3 day. Yields the product COC(=O)C1=CC=C(C=O)C=C1 (p-Methoxycarbonylbenzaldehyde). Yield: 100.0%. RXN SMILES: Cl.[C:2]([C:5]1[CH:12]=[CH:11][C:8]([CH:9]=[O:10])=[CH:7][CH:6]=1)([OH:4])=[O:3].[CH3:13]O>>[CH3:13][O:3][C:2]([C:5]1[CH:12]=[CH:11][C:8]([CH:9]=[O:10])=[CH:7][CH:6]=1)=[O:4]. Procedure details: Methanol (50 ml) was cooled (0°) and saturated with hydrogen chloride gas. p-Carboxybenzaldehyde (5.0 g) was added and the resulting solution stirred at room temperature for 3 days. The solvent was removed under reduced pressure and the residue was partitioned between ethyl acetate and 5M hydrochloric acid. The organic layer was washed twice with water and dried. The solvent was removed to afford the product as a white solid (5.40 g, 100%). δH (CDCl3) 3.96 (3H, s), 7.96 (2H, dd, J 6.8 and 1.7 Hz... Starting materials: COC(=O)c1ccc2c(C3CCCCC3)c(Br)[nH]c2c1, C=C[Sn](CCCC)(CCCC)CCCC, CCOC(C)=O, C1COCCO1. Yields the product C=Cc1[nH]c2cc(C(=O)OC)ccc2c1C1CCCCC1. Reaction SMILES: [Br:1][c:2]1[nH:3][c:4]2[cH:5][c:6]([C:17](=[O:18])[O:19][CH3:20])[cH:7][cH:8][c:9]2[c:10]1[CH:11]1[CH2:12][CH2:13][CH2:14][CH2:15][CH2:16]1.[CH2:21]([CH2:22][CH2:34][CH3:35])[Sn:23]([CH2:24][CH2:25][CH2:26][CH3:27])([CH2:28][CH2:29][CH2:30][CH3:31])[CH:32]=[CH2:33].[CH3:42][CH2:43][O:44][C:45]([CH3:46])=[O:47].[O:36]1[CH2:37][CH2:38][O:39][CH2:40][CH2:41]1>>[c:2]1([CH:21]=[CH2:22])[nH:3][c:4]2[cH:5][c:6]([C:17](=[O:18])[O:19][CH3:20])[cH:7][cH:8][c:9]2[c:10]1[CH:11]1[CH2:12][CH2:13][CH2:14][CH2:15][CH2:16]1. Product: NC1=CC2=C(C3=C(OC2=O)C=CC=C3OC(F)F)C=C1 (8-Amino-1-difluoromethoxy-6H-dibenzo[b,d]pyran-6-one). Isolated yield 93.8%. Procedure details: The solution of Example 4A (6.56 g.) was suspended in. dioxane (250 mL) and hydrogenated over 10% Pd/C at 4 atmospheres H2 at 50° for 3 hours. The solvent was removed under reduced pressure, diethylether was and the resulting solid filtered to provide the titled compound (5.55 g, 94%). As a reaction SMILES: [N+:1]([C:4]1[CH:22]=[CH:21][C:7]2[C:8]3[C:16]([O:17][CH:18]([F:20])[F:19])=[CH:15][CH:14]=[CH:13][C:9]=3[O:10][C:11](=[O:12])[C:6]=2[CH:5]=1)([O-])=O>[Pd].O1CCOCC1>[NH2:1][C:4]1[CH:22]=[CH:21][C:7]2[C:8]3[C:16]([O:17][CH:18]([F:20])[F:19])=[CH:15][CH:14]=[CH:13][C:9]=3[O:10][C:11](=[O:12])[C:6]=2[CH:5]=1. The solvent is O1CCOCC1 (dioxane). The reagents and catalysts are [Pd] (Pd/C). The reactants are [N+](=O)([O-])C1=CC2=C(C3=C(OC2=O)C=CC=C3OC(F)F)C=C1 (8-Nitro-1-difluoromethoxy-6H-dibenzo[b,d]pyran-6-one). The reactants are CN=C=S (methyl isothiocyanate), NN1CC2=C(C=CC(=C2C1)C)C (2-amino-4,7-dimethylisoindoline). Solvent: COCCOC (1,2-dimethoxyethane), C(OC)COC (dimethoxyethane). Conditions: time 15 hour. The product is CNC(=S)NN1CC2=C(C=CC(=C2C1)C)C (1-methyl-3-(4,7-dimethylisoindolin-2-yl)-thiourea). The yield is 61.2%. RXN SMILES: [CH3:1][N:2]=[C:3]=[S:4].[NH2:5][N:6]1[CH2:14][C:13]2[C:8](=[C:9]([CH3:16])[CH:10]=[CH:11][C:12]=2[CH3:15])[CH2:7]1>C(COC)OC>[CH3:1][NH:2][C:3]([NH:5][N:6]1[CH2:7][C:8]2[C:13](=[C:12]([CH3:15])[CH:11]=[CH:10][C:9]=2[CH3:16])[CH2:14]1)=[S:4]. Procedure: 3.7 g (0.05M) of methyl isothiocyanate in 10 ml of dimethoxyethane is dripped into 8.0 g (0.05M) of 2-amino-4,7-dimethylisoindoline in 50 ml of 1,2-dimethoxyethane. Conventional processing was conducted after 15 hours, yielding 7.1 g of 1-methyl-3-(4,7-dimethylisoindolin-2-yl)-thiourea. Reactants: O1[C@H](COC=2C1=C1C=CC=NC1=CC2)CNCCCC2=CNC1=CC=C(C=C21)F ((2S)-(2,3-dihydro-[1,4]dioxino[2,3-f]quinolin-2-ylmethyl)-[3-(5-fluoro-1H-indol-3-yl)-propyl]-amine), C=O (formaldehyde), C(#N)[BH3-].[Na+] (sodium cyanoborohydride), C(C)(=O)O (acetic acid). Solvent: CO (methanol). Conditions: time 8 hour. Yields the product O1C(COC=2C1=C1C=CC=NC1=CC2)CN(C)CCCC2=CNC1=CC=C(C=C21)F (N-(2,3-Dihydro-[1,4]dioxino[2,3-f]quinolin-2-ylmethyl)-N-[3-(5-fluoro-1H-indol-3-yl)propyl]-N-methylamine). RXN SMILES: [O:1]1[C:6]2=[C:7]3[C:12](=[CH:13][CH:14]=[C:5]2[O:4][CH2:3][C@@H:2]1[CH2:15][NH:16][CH2:17][CH2:18][CH2:19][C:20]1[C:28]2[C:23](=[CH:24][CH:25]=[C:26]([F:29])[CH:27]=2)[NH:22][CH:21]=1)[N:11]=[CH:10][CH:9]=[CH:8]3.C=O.[C:32]([BH3-])#N.[Na+].C(O)(=O)C>CO>[O:1]1[C:6]2=[C:7]3[C:12](=[CH:13][CH:14]=[C:5]2[O:4][CH2:3][CH:2]1[CH2:15][N:16]([CH2:17][CH2:18][CH2:19][C:20]1[C:28]2[C:23](=[CH:24][CH:25]=[C:26]([F:29])[CH:27]=2)[NH:22][CH:21]=1)[CH3:32])[N:11]=[CH:10][CH:9]=[CH:8]3 |f:2.3|. Procedure details: To a solution of (2S)-(2,3-dihydro-[1,4]dioxino[2,3-f]quinolin-2-ylmethyl)-[3-(5-fluoro-1H-indol-3-yl)-propyl]-amine (0.13 g, 0.33 mmol) and formaldehyde (37 wt. % in water, 0.26 g, 3.3 mmol) in methanol (20 mL) was added sodium cyanoborohydride (0.038 g, 0.59 mmol) and acetic acid (0.03 g, 0.5 mmol) at room temperature. The mixture was stirred at room temperature under nitrogen overnight, then quenched with 1N NaOH (5 mL). The mixture was extracted with methylene chloride (3×50 mL). The organic...